Task: describe an organic reaction: reactants, conditions, products, and yield. Dataset: the Open Reaction Database (ORD), a public repository of structured organic reaction records Starting materials: C(C)OC(=O)C1C(CCCC1)NCCC(C)C (2-(3-methylbutylamino)-cyclohexanecarboxylic acid ethyl ester), CS(=O)(=O)NC1=CC2=C(NC(=NS2(=O)=O)CC(=O)O)C=C1 ((7-methanesulfonylamino-1,1-dioxo-1,4-dihydro-1λ6-benzo[1,2,4]thiadiazin-3-yl)-acetic acid), solution, C1(CCCCC1)N=C=NC1CCCCC1 (N,N′-dicyclohexylcarbodiimide). The solvent is CN(C=O)C (N,N-dimethylformamide), ClCCl (dichloromethane), ClCCl (dichloromethane). Run at temperature 25 celsius, time 12 hour. The product is crude product, C(C)OC(=O)C1CCCCC1 (cyclohexanecarboxylic acid ethyl ester). Reaction SMILES: [CH2:1]([O:3][C:4]([CH:6]1[CH2:11][CH2:10][CH2:9][CH2:8][CH:7]1NCCC(C)C)=[O:5])[CH3:2].CS(NC1C=CC2NC(CC(O)=O)=NS(=O)(=O)C=2C=1)(=O)=O.C1(N=C=NC2CCCCC2)CCCCC1>CN(C)C=O.ClCCl>[CH2:1]([O:3][C:4]([CH:6]1[CH2:11][CH2:10][CH2:9][CH2:8][CH2:7]1)=[O:5])[CH3:2]. Procedure details: To a solution of cis-(2-(3-methylbutylamino)-cyclohexanecarboxylic acid ethyl ester (58.7 mg, 0.243 mmol) in N,N-dimethylformamide (5.0 mL) was added (7-methanesulfonylamino-1,1-dioxo-1,4-dihydro-1λ6-benzo[1,2,4]thiadiazin-3-yl)-acetic acid (prepared as described in Example 1j, 162.0 mg, 0.486 mmol) and a 1.0 M solution of N,N′-dicyclohexylcarbodiimide in dichloromethane (0.49 mL, 0.49 mmol). After stirring at 25° C. for 12 h, the mixture was diluted with dichloromethane and the precipitated N,N...